Dataset: the Open Reaction Database (ORD), a public repository of structured organic reaction records. Task: describe an organic reaction: reactants, conditions, products, and yield As a reaction SMILES: C[O:2][C:3](=[O:32])[CH2:4][CH2:5][CH2:6][CH2:7][CH2:8][CH2:9][CH2:10][N:11]1[C:15]([C:16]2[CH:21]=[CH:20][CH:19]=[CH:18][C:17]=2[F:22])=[C:14]([C:23]2[CH:28]=[CH:27][CH:26]=[CH:25][C:24]=2[F:29])[N:13]([CH3:30])[C:12]1=[O:31].[OH-].[Na+]>CO>[F:29][C:24]1[CH:25]=[CH:26][CH:27]=[CH:28][C:23]=1[C:14]1[N:13]([CH3:30])[C:12](=[O:31])[N:11]([CH2:10][CH2:9][CH2:8][CH2:7][CH2:6][CH2:5][CH2:4][C:3]([OH:32])=[O:2])[C:15]=1[C:16]1[CH:21]=[CH:20][CH:19]=[CH:18][C:17]=1[F:22] |f:1.2|. Starting materials: COC(CCCCCCCN1C(N(C(=C1C1=C(C=CC=C1)F)C1=C(C=CC=C1)F)C)=O)=O (8-[4.5-bis-(2-fluorophenyl)-3-methyl-2-oxo-4-imidazolin-1-yl] caprylic acid methyl ester), [OH-].[Na+] (NaOH). Yields the product FC1=C(C=CC=C1)C=1N(C(N(C1C1=C(C=CC=C1)F)CCCCCCCC(=O)O)=O)C (8-[4.5-Bis-(2-fluorophenyl)-3-methyl-2-oxo-4-imidazolin-1-yl] caprylic acid). Solvent: CO (methanol). Procedure details: The product is produced as described in example 18 from 5.2 g of 8-[4.5-bis-(2-fluorophenyl)-3-methyl-2-oxo-4-imidazolin-1-yl] caprylic acid methyl ester and 0.53 g of NaOH in 25 cc. of methanol. Recrystallization from ether/hexane. The reactants are COC1=C2C=CNC2=CC=C1OC (4,5-dimethoxyindole), [H-].[Na+] (sodium hydride), C1(=CC=CC=C1)S(=O)(=O)Cl (benzenesulfonyl chloride). The solvent is C1CCOC1 (THF). Yields the product C1(=CC=CC=C1)S(=O)(=O)N1C=CC2=C(C(=CC=C12)OC)OC (1-benzenesulfonyl-4,5-dimethoxy-1H-indole). The yield is 85.5%. As a reaction SMILES: [CH3:1][O:2][C:3]1[C:11]([O:12][CH3:13])=[CH:10][CH:9]=[C:8]2[C:4]=1[CH:5]=[CH:6][NH:7]2.[H-].[Na+].[C:16]1([S:22](Cl)(=[O:24])=[O:23])[CH:21]=[CH:20][CH:19]=[CH:18][CH:17]=1>C1COCC1>[C:16]1([S:22]([N:7]2[C:8]3[C:4](=[C:3]([O:2][CH3:1])[C:11]([O:12][CH3:13])=[CH:10][CH:9]=3)[CH:5]=[CH:6]2)(=[O:24])=[O:23])[CH:21]=[CH:20][CH:19]=[CH:18][CH:17]=1 |f:1.2|. Reported procedure: To 4,5-dimethoxyindole (241 mg, 1.36 mmol) in 5 mL THF at 0° C. was added 82 mg (2.04 mmol, 1.5 eq) of sodium hydride, followed by benzenesulfonyl chloride (260 μL, 2.04 mmol, 1.5 eq). The reaction was warmed to room temperature over 5 h then quenched with H2O and concentrated. The residue was dissolved in CH2Cl2 and extracted with NaHCO3, H2O, aqueous NaCl, dried (Na2SO4), and concentrated. The product was purified by silica gel column chromatography (7/3 hexanes/EtOAc) to give 369 mg of 1-benz...